From a dataset of the Open Reaction Database (ORD), a public repository of structured organic reaction records. describe an organic reaction: reactants, conditions, products, and yield Reactants: COCCN1C(N(C(=C1C(C)OC)Cl)Cl)C1=C(C=CC=C1CC)CC (N-methoxyethyl 2-(2,6-diethylphenyl)-1-methoxyethyl-3,4-dichloroimidazole), [Li]CCCC (n-BuLi), CN(C)C=O (DMF). Run in C1CCOC1 (THF). Reaction conditions: temperature -78 celsius, time 2 hour. The product is C(C)C1=C(C(=CC=C1)CC)C1=NC(=C(N1C=O)Cl)C(C)OC (2-(2,6-diethylphenyl)-1-methoxyethyl-4-chloro-imidazole-3-carboxaldehyde). As a reaction SMILES: COCC[N:5]1[C:9]([CH:10]([O:12][CH3:13])[CH3:11])=[C:8]([Cl:14])[N:7](Cl)[CH:6]1[C:16]1[C:21]([CH2:22][CH3:23])=[CH:20][CH:19]=[CH:18][C:17]=1[CH2:24][CH3:25].[Li]CCCC.CN([CH:34]=[O:35])C>C1COCC1>[CH2:24]([C:17]1[CH:18]=[CH:19][CH:20]=[C:21]([CH2:22][CH3:23])[C:16]=1[C:6]1[N:7]([CH:34]=[O:35])[C:8]([Cl:14])=[C:9]([CH:10]([O:12][CH3:13])[CH3:11])[N:5]=1)[CH3:25]. Procedure: To a solution of N-methoxyethyl 2-(2,6-diethylphenyl)-1-methoxyethyl-3,4-dichloroimidazole (3.27 g, 10 mmol.) in anhydrous THF is added n-BuLi (1.6M in hexane) (9.4 ml, 15 mmol) dropwise at −78° C. After the reaction mixture is stirred at −78° C. for 2 h, anhydrous DMF (3 equiv.) is added in one portion. The mixture is stirred at −78° C. for 30 min, then allowed to warm to room temperature slowly. The reaction mixture is quenched with water and extracted with ethyl acetate, dried over MgSO4, fil...